Dataset: the Open Reaction Database (ORD), a public repository of structured organic reaction records. Task: describe an organic reaction: reactants, conditions, products, and yield Starting materials: N1=CC=C(C=C1)CSCC(=O)C1=CC=C(C=C1)OC (alpha-(4-picolylthio)p-methoxyacetophenone), [BH4-].[Na+] (Sodium borohydride). The solvent is C(C)O (ethanol). The product is COC1=CC=C(C=C1)C(CSCC1=CC=NC=C1)O (4-[2-(4-Methoxyphenyl)-2-hydroxyethylthiomethyl]pyridine). As a reaction SMILES: [N:1]1[CH:6]=[CH:5][C:4]([CH2:7][S:8][CH2:9][C:10]([C:12]2[CH:17]=[CH:16][C:15]([O:18][CH3:19])=[CH:14][CH:13]=2)=[O:11])=[CH:3][CH:2]=1.[BH4-].[Na+]>C(O)C>[CH3:19][O:18][C:15]1[CH:16]=[CH:17][C:12]([CH:10]([OH:11])[CH2:9][S:8][CH2:7][C:4]2[CH:3]=[CH:2][N:1]=[CH:6][CH:5]=2)=[CH:13][CH:14]=1 |f:1.2|. Procedure details: Under a nitrogen atmosphere, alpha-(4-picolylthio)p-methoxyacetophenone (1.99 g., 7.3 mmoles) was dissolved in 25 ml. of stirring ethanol. Sodium borohydride (0.45 g., 11.7 mmoles) was added portionwise and the mixture then refluxed gently for 30 minutes. The mixture was partially cooled and evaporated to dryness. Water (50 ml.) was added to the residue, which was then acidified with excess 1N hydrochloric acid. The acid solution was made basic with solid sodium bicarbonate and product extracted... Starting materials: S1C(=NC2=C1C=CC=C2)COC=2C=C(C=CC2)[N+](=O)[O-] (3-[(2-benzthiazolyl)methoxy]nitrobenzene), O.NN (hydrazine hydrate). The reagents and catalysts are [Pd] (palladium on carbon). Solvent: O1CCCC1 (tetrahydrofuran). The product is S1C(=NC2=C1C=CC=C2)COC=2C=C(C=CC2)NO (3-[(2-benzthiazolyl)methoxy]phenylhydroxylamine). The yield is 85.4%. RXN SMILES: [S:1]1[C:5]2[CH:6]=[CH:7][CH:8]=[CH:9][C:4]=2[N:3]=[C:2]1[CH2:10][O:11][C:12]1[CH:13]=[C:14]([N+:18]([O-])=[O:19])[CH:15]=[CH:16][CH:17]=1.O.NN>O1CCCC1.[Pd]>[S:1]1[C:5]2[CH:6]=[CH:7][CH:8]=[CH:9][C:4]=2[N:3]=[C:2]1[CH2:10][O:11][C:12]1[CH:13]=[C:14]([NH:18][OH:19])[CH:15]=[CH:16][CH:17]=1 |f:1.2|. Reported procedure: To a solution of 3-[(2-benzthiazolyl)methoxy]nitrobenzene (1.6 g), prepared as in Example 1B, in tetrahydrofuran with 10% palladium on carbon is slowly added hydrazine hydrate (0.4 ml). Fresh catalyst is added twice over 4 hours. The mixture is filtered through celite and the solvent is removed in vacuo to give 1.3 g (81% yield) of product, m.p. 112°-114° C. The reactants are C=Cc1cccn(-c2ccc([N+](=O)[O-])cc2OC)c1=O, B1C2CCCC1CCC2, [Na+], [Na+], [Na+], C1CCOC1, [OH-], OO, O=S([O-])OS(=O)[O-]. Product: COc1cc([N+](=O)[O-])ccc1-n1cccc(CCO)c1=O. As a reaction SMILES: [CH3:10][O:11][c:12]1[c:13](-[n:21]2[c:22](=[O:29])[c:23]([CH:27]=[CH2:28])[cH:24][cH:25][cH:26]2)[cH:14][cH:15][c:16]([N+:18](=[O:19])[O-:20])[cH:17]1.[CH:1]12[CH2:2][CH2:3][CH2:4][CH:5]([BH:6]1)[CH2:7][CH2:8][CH2:9]2.[Na+:31].[Na+:41].[Na+:42].[O:43]1[CH2:44][CH2:45][CH2:46][CH2:47]1.[OH-:30].[OH:32][OH:33].[S:34](=[O:35])([O:36][S:37]([O-:38])=[O:39])[O-:40]>>[CH3:10][O:11][c:12]1[c:13](-[n:21]2[c:22](=[O:29])[c:23]([CH2:27][CH2:28][OH:35])[cH:24][cH:25][cH:26]2)[cH:14][cH:15][c:16]([N+:18](=[O:19])[O-:20])[cH:17]1. Reactants: [I-].OC1=CC(=C(C(=C1)C)C1=C(C=[N+](C=C1C)C)C)C (4-(4-hydroxy-2,6-dimethyl-phenyl)-1,3,5-trimethyl-pyridinium iodide), C[O-].[Na+] (sodium methoxide). Solvent: CO (methanol). Conditions: time 10 minute. Product: CC1=CC(C=C(C1=C1C(=CN(C=C1C)C)C)C)=O (3,5-dimethyl-4-(1,3,5-trimethyl-1H-pyridin-4-ylidene)-cyclohexa-2,5-dienone), [Na+].[I-] (NaI). Yield: 98.0%. RXN SMILES: [I-:1].[OH:2][C:3]1[CH:8]=[C:7]([CH3:9])[C:6]([C:10]2[C:15]([CH3:16])=[CH:14][N+:13]([CH3:17])=[CH:12][C:11]=2[CH3:18])=[C:5]([CH3:19])[CH:4]=1.C[O-].[Na+:22]>CO>[CH3:9][C:7]1[C:6](=[C:10]2[C:11]([CH3:18])=[CH:12][N:13]([CH3:17])[CH:14]=[C:15]2[CH3:16])[C:5]([CH3:19])=[CH:4][C:3](=[O:2])[CH:8]=1.[Na+:22].[I-:1] |f:0.1,2.3,6.7|. Procedure: To the methylpyridinium iodide salt 7 (0.184 g, 0.500 mmol) was added dropwise a solution of sodium methoxide in methanol (1.2 mL, 0.5 M). The color of the mixture immediately changed from yellow to red. After stirring at room temperature for 10 min, the solvent was removed under reduced pressure. The resulting solid was then recrystallized from anhydrous methanol/THF to afford the orange title compound as a complex with NaI (0.382 g, 98%): 1H NMR (400 MHz, DMSO-d6): δ 8.818 (s, 2H), 5.983 (s, 2... Reactants: CO, Cl, [Li+], [OH-], O, O, COC(=O)c1ccc(-c2cnc3nnc(C4(c5ccc6ncsc6c5)CC4)n3n2)cc1. The product is O=C(O)c1ccc(-c2cnc3nnc(C4(c5ccc6ncsc6c5)CC4)n3n2)cc1. As a reaction SMILES: [CH3:36][OH:37].[ClH:35].[Li+:34].[OH-:33].[OH2:32].[OH2:38].[s:1]1[cH:2][n:3][c:4]2[c:5]1[cH:6][c:7]([C:10]1([c:13]3[n:14][n:15][c:16]4[n:17]3[n:18][c:19](-[c:22]3[cH:23][cH:24][c:25]([C:26](=[O:27])[O:28][CH3:29])[cH:30][cH:31]3)[cH:20][n:21]4)[CH2:11][CH2:12]1)[cH:8][cH:9]2>>[s:1]1[cH:2][n:3][c:4]2[c:5]1[cH:6][c:7]([C:10]1([c:13]3[n:14][n:15][c:16]4[n:17]3[n:18][c:19](-[c:22]3[cH:23][cH:24][c:25]([C:26](=[O:27])[OH:28])[cH:30][cH:31]3)[cH:20][n:21]4)[CH2:11][CH2:12]1)[cH:8][cH:9]2. The reactants are O=C(CC(=O)OCC)CCC1=CC=CC=C1 (ethyl 3-oxo-5-phenylpentanoate), COC(N(C)C)OC (dimethylformamide dimethylacetal), O.NN (hydrazine monohydrate). Product: C1(=CC=CC=C1)CCC1=NNC=C1C(=O)OCC (ethyl 3-(2-phenylethyl)-1H-pyrazole-4-carboxylate). Reaction SMILES: O=[C:2]([CH2:9][CH2:10][C:11]1[CH:16]=[CH:15][CH:14]=[CH:13][CH:12]=1)[CH2:3][C:4]([O:6][CH2:7][CH3:8])=[O:5].COC(OC)[N:20]([CH3:22])C.O.[NH2:26]N>>[C:11]1([CH2:10][CH2:9][C:2]2[C:3]([C:4]([O:6][CH2:7][CH3:8])=[O:5])=[CH:22][NH:20][N:26]=2)[CH:16]=[CH:15][CH:14]=[CH:13][CH:12]=1 |f:2.3|. Procedure details: Using ethyl 3-oxo-5-phenylpentanoate (5.8 g), dimethylformamide dimethylacetal (3.6 mL) and hydrazine monohydrate (1.3 mL) and in the same manner as in Example 1(3), a crude product of ethyl 3-(2-phenylethyl)-1H-pyrazole-4-carboxylate was obtained. This was dissolved in dimethylformamide (30 ml), potassium carbonate (5.5 g) and 2-chloro-5-trifluoromethylpyridine (4.8 g) were added, and the mixture was stirred at 100° C. overnight. In the same manner as in Example 1(4), the title object compound ...